Dataset: the Open Reaction Database (ORD), a public repository of structured organic reaction records. Task: describe an organic reaction: reactants, conditions, products, and yield Starting materials: IC1=CC=C(C=C1)/C(=C/C(=O)OCC)/C ((E)-ethyl 3-(4-iodophenyl)-but-2-enoate), C1(=C(C=CC=C1)B(O)O)C (ortho-tolyl boronic acid). Product: CC1=C(C=CC=C1)C1=CC=C(C=C1)/C(=C/C(=O)OCC)/C ((E)-ethyl 3-(2′-methyl-biphenyl-4-yl)-but-2-enoate). As a reaction SMILES: I[C:2]1[CH:7]=[CH:6][C:5](/[C:8](/[CH3:15])=[CH:9]/[C:10]([O:12][CH2:13][CH3:14])=[O:11])=[CH:4][CH:3]=1.[C:16]1([CH3:25])[CH:21]=[CH:20][CH:19]=[CH:18][C:17]=1B(O)O>>[CH3:25][C:16]1[CH:21]=[CH:20][CH:19]=[CH:18][C:17]=1[C:2]1[CH:7]=[CH:6][C:5](/[C:8](/[CH3:15])=[CH:9]/[C:10]([O:12][CH2:13][CH3:14])=[O:11])=[CH:4][CH:3]=1. Procedure: The colourless solid, (E)-ethyl 3-(2′-methyl-biphenyl-4-yl)-but-2-enoate was prepared from (E)-ethyl 3-(4-iodophenyl)-but-2-enoate (example 91a) and ortho-tolyl boronic acid by a procedure analogous to that described in example 91b.